describe an organic reaction: reactants, conditions, products, and yield From a dataset of the Open Reaction Database (ORD), a public repository of structured organic reaction records. Reactants: C(C)(C)(C)OC(C(C(NC1=CC(=CC(=C1)C(F)(F)F)C(F)(F)F)=S)C#N)=O (2-{N-[3,5-bis(trifluoromethyl)phenyl]thiocarbamoyl}cyanoacetic acid tert-butylester), S(=O)(=O)([O-])[O-].[Mg+2] (magnesium sulfate). The reagents and catalysts are [Hg]=O (mercury(II) oxide). Run in C(Cl)Cl (DCM), C(Cl)Cl (DCM). Run at time 14 hour. The product is C(C)(C)(C)OC(C(=C(NCCC(C)C)NC1=CC(=CC(=C1)C(F)(F)F)C(F)(F)F)C#N)=O (3-[3,5-bis(trifluoromethyl)phenylamino]-2-cyano-3-(3-methylbutylamino)acrylic acid tert-butyl ester). The yield is 46.2%. Reaction SMILES: [C:1]([O:5][C:6](=[O:27])[CH:7]([C:25]#[N:26])[C:8](=S)[NH:9][C:10]1[CH:15]=[C:14]([C:16]([F:19])([F:18])[F:17])[CH:13]=[C:12]([C:20]([F:23])([F:22])[F:21])[CH:11]=1)([CH3:4])([CH3:3])[CH3:2].S([O-])([O-])(=O)=O.[Mg+2]>C(Cl)Cl.[Hg]=O>[C:1]([O:5][C:6](=[O:27])[C:7]([C:25]#[N:26])=[C:8]([NH:9][C:10]1[CH:15]=[C:14]([C:16]([F:19])([F:18])[F:17])[CH:13]=[C:12]([C:20]([F:23])([F:22])[F:21])[CH:11]=1)[NH:9][CH2:10][CH2:11][CH:12]([CH3:20])[CH3:13])([CH3:4])([CH3:3])[CH3:2] |f:1.2|. Procedure: To a solution of 2-{N-[3,5-bis(trifluoromethyl)phenyl]thiocarbamoyl}cyanoacetic acid tert-butylester (1.12 g, 2.7 mmol, prepared from cyanoacetic acid tert-butyl ester and 3,5-bis(trifluoromethyl)phenylisothiocyanate) in DCM (15 mL) 3-methylbutylamine (1.0 mL, 8.60 mmol), magnesium sulfate (0.5 g) and mercury(II) oxide (2.0 g) were added. The resulting mixture was stirred at room temperature for 14 h, diluted with DCM (30 mL), filtered over Celite, washed with ice-cold diluted hydrochloric acid,... Starting materials: C(C=C)O[C@H]([C@@H](C(=O)OC(C)C)CC1=NC(=CC(=C1)C)N1C(=CC=C1C)C)CNCC1=CC=CC=C1 ((2S,3R)-Isopropyl 3-(allyloxy)-4-(benzylamino)-2-((6-(2,5-dimethyl-1H-pyrrol-1-yl)-4-methylpyridin-2-yl)methyl)butanoate), [H-].[H-].[H-].[H-].[Li+].[Al+3] (LiAlH4). The solvent is C1CCOC1 (THF). Conditions: temperature 0 celsius, time 10 minute. Yields the product C(C=C)O[C@H]([C@@H](CO)CC1=NC(=CC(=C1)C)N1C(=CC=C1C)C)CNCC1=CC=CC=C1 ((2R,3R)-3-(Allyloxy)-4-(benzylamino)-2-((6-(2,5-dimethyl-1H-pyrrol-1-yl)-4-methylpyridin-2-yl)methyl)butan-1-ol). The yield is 80.5%. RXN SMILES: [CH2:1]([O:4][C@@H:5]([CH2:28][NH:29][CH2:30][C:31]1[CH:36]=[CH:35][CH:34]=[CH:33][CH:32]=1)[C@H:6]([CH2:13][C:14]1[CH:19]=[C:18]([CH3:20])[CH:17]=[C:16]([N:21]2[C:25]([CH3:26])=[CH:24][CH:23]=[C:22]2[CH3:27])[N:15]=1)[C:7](OC(C)C)=[O:8])[CH:2]=[CH2:3].[H-].[H-].[H-].[H-].[Li+].[Al+3]>C1COCC1>[CH2:1]([O:4][C@@H:5]([CH2:28][NH:29][CH2:30][C:31]1[CH:36]=[CH:35][CH:34]=[CH:33][CH:32]=1)[C@H:6]([CH2:13][C:14]1[CH:19]=[C:18]([CH3:20])[CH:17]=[C:16]([N:21]2[C:25]([CH3:26])=[CH:24][CH:23]=[C:22]2[CH3:27])[N:15]=1)[CH2:7][OH:8])[CH:2]=[CH2:3] |f:1.2.3.4.5.6|. Reported procedure: To a solution of 19 (400 mg, 0.82 mmol) in THF (20 mL) at 0° C. was added LiAlH4 (48 mg, 1.2 mmol) in several portions. The reaction mixture was allowed to stir at 0° C. for an additional 10 min then quenched with H2O (25 μL). The solvent was removed by rotary evaporation, and the crude product was purified by flash column chromatography (EtOAc:hexanes, 2:1-4:1) to give 20 (280 mg, 0.66 mmol, 80%) as a colorless oil: 1H NMR (500 MHz, CDCl3) δ 2.12 (s, 6H), 2.39 (s, 3H), 2.64-2.67 (dd, J=2.0, 12.... Starting materials: CN1C(C)(C)CC(=O)CC1(C)C, Cl, I, NO, [Na+], [OH-], O. Product: CC1(C)CC(=O)CC(C)(C)[N+]1(C)[O-]. RXN SMILES: [CH3:2][N:3]1[C:4]([CH3:12])([CH3:13])[CH2:5][C:6](=[O:11])[CH2:7][C:8]1([CH3:9])[CH3:10].[ClH:14].[IH:1].[NH2:15][OH:16].[Na+:18].[OH-:17].[OH2:19]>>[CH3:2][N+:3]1([O-:16])[C:4]([CH3:12])([CH3:13])[CH2:5][C:6](=[O:11])[CH2:7][C:8]1([CH3:9])[CH3:10]. Starting materials: COC(=O)C1=CC=CC=2NC(=NC21)N (2-amino-1H-benzoimidazole-4-carboxylic acid methyl ester), COC(=O)C1=CC=CC=2NC(=NC21)N (2-amino-1H-benzoimidazole-4-carboxylic acid methyl ester), COC(C1=C(C(=CC(=C1)C1=CC=NC=C1)[N+](=O)[O-])N)=O (2-Amino-3-nitro-5-pyridin-4-yl-benzoic acid methyl ester). Yields the product COC(=O)C1=CC(=CC=2NC(=NC21)N)C2=CC=NC=C2 (2-amino-6-pyridin-4-yl-1H-benzoimidazole-4-carboxylic acid methyl ester). The yield is 50.0%. Reaction SMILES: [CH3:1][O:2][C:3]([C:5]1[C:13]2[N:12]=[C:11]([NH2:14])[NH:10][C:9]=2[CH:8]=[CH:7][CH:6]=1)=[O:4].COC(=O)C1C=C([C:24]2[CH:29]=[CH:28][N:27]=[CH:26][CH:25]=2)C=C([N+]([O-])=O)C=1N>>[CH3:1][O:2][C:3]([C:5]1[C:13]2[N:12]=[C:11]([NH2:14])[NH:10][C:9]=2[CH:8]=[C:7]([C:24]2[CH:29]=[CH:28][N:27]=[CH:26][CH:25]=2)[CH:6]=1)=[O:4]. Reported procedure: 0.25 g (50% overall yield) of 2-amino-6-pyridin-4-yl-1H-benzoimidazole-4-carboxylic acid methyl ester was synthesized according to procedures described for the synthesis of 2-Amino-1H-benzoimidazole-4-carboxylic acid methyl ester (intermediate A) starting from 0.5 g (1.8 mmol) of above synthesized 2-Amino-3-nitro-5-pyridin-4-yl-benzoic acid methyl ester. LCMS: 269 (M+1)+.